Dataset: the Open Reaction Database (ORD), a public repository of structured organic reaction records. Task: describe an organic reaction: reactants, conditions, products, and yield The solvent is CCOCC (ether). Yields the product C(C)ON=C(C1=C(C=CC=C1)SCC1=CC=C(C=C1)Cl)N1C=NC=C1 (2-(4-chlorobenzylthio)-α-(1-imidazolyl)benzaldehyde O-ethyloxime). The reactants are CN(C)C=O (DMF), N1C=NC=C1 (imidazole), C(C)ON=C(C1=C(C=CC=C1)SCC1=CC=C(C=C1)Cl)Cl (α-chloro-2-(4-chlorobenzylthio)benzaldehyde O-ethyloxime). Procedure: DMF (3 ml) and imidazole (0.41 g) were added to α-chloro-2-(4-chlorobenzylthio)benzaldehyde O-ethyloxime (0.68 g), and the mixture was stirred at 170° C. for 21 hours. After completion of the reaction, ether (100 ml) was added, and the mixture was washed with brine (80 ml) twice, dried over anhydrous magnesium sulfate and concentrated under reduced pressure. The resulting crude product was purified by silica gel chromatography and recrystallized from ethyl acetate/n-hexane to give 2-(4-chloroben... Reaction SMILES: CN(C=O)C.[NH:6]1[CH:10]=[CH:9][N:8]=[CH:7]1.[CH2:11]([O:13][N:14]=[C:15](Cl)[C:16]1[CH:21]=[CH:20][CH:19]=[CH:18][C:17]=1[S:22][CH2:23][C:24]1[CH:29]=[CH:28][C:27]([Cl:30])=[CH:26][CH:25]=1)[CH3:12]>CCOCC>[CH2:11]([O:13][N:14]=[C:15]([N:6]1[CH:10]=[CH:9][N:8]=[CH:7]1)[C:16]1[CH:21]=[CH:20][CH:19]=[CH:18][C:17]=1[S:22][CH2:23][C:24]1[CH:25]=[CH:26][C:27]([Cl:30])=[CH:28][CH:29]=1)[CH3:12]. The yield is 14.8%. Run at temperature 170 celsius, time 21 hour. Starting materials: C(C1=CC=CC=C1)OC1=C2C=CN=C(C2=CC(=C1)OCC1=CC=CC=C1)CC1=CC(=C(C(=C1)OC)OC)OC (5,7-dibenzyloxy-1-(3,4,5-trimethoxybenzyl)-isoquinoline), Cl.C(C)O (hydrochloric acid ethanol), Cl (hydrochloric acid), C(C)O (ethanol). Reagents/catalysts: [Pt](=O)=O (platinum dioxide). The solvent is [H][H] (hydrogen). Yields the product Cl.OC1=C2CCNC(C2=CC(=C1)O)CC1=CC(=C(C(=C1)OC)OC)OC (5,7-dihydroxy-1-(3,4,5-trimethoxybenzyl)-1,2,3,4-tetrahydroisoquinoline hydrochloride). Reaction SMILES: C([O:8][C:9]1[CH:18]=[C:17]([O:19]CC2C=CC=CC=2)[CH:16]=[C:15]2[C:10]=1[CH:11]=[CH:12][N:13]=[C:14]2[CH2:27][C:28]1[CH:33]=[C:32]([O:34][CH3:35])[C:31]([O:36][CH3:37])=[C:30]([O:38][CH3:39])[CH:29]=1)C1C=CC=CC=1.[ClH:40].C(O)C.Cl.C(O)C>[H][H].[Pt](=O)=O>[ClH:40].[OH:8][C:9]1[CH:18]=[C:17]([OH:19])[CH:16]=[C:15]2[C:10]=1[CH2:11][CH2:12][NH:13][CH:14]2[CH2:27][C:28]1[CH:33]=[C:32]([O:34][CH3:35])[C:31]([O:36][CH3:37])=[C:30]([O:38][CH3:39])[CH:29]=1 |f:1.2,7.8|. Reported procedure: A mixture of 1.4 g of 5,7-dibenzyloxy-1-(3,4,5-trimethoxybenzyl)-isoquinoline, 0.7 g of platinum dioxide, 100 ml of a hydrochloric acid-ethanol solution (the content of hydrochloric acid: 9%) and 50 ml of ethanol is shaken at 25° C in hydrogen atmosphere. After 150 ml of hydrogen are absorbed, the catalyst is removed by filtration. The filtrate is evaporated to remove solvent, whereby a mixture of 5,7-dihydroxy-1-(3,4,5-trimethoxybenzyl)-isoquinoline hydrochloride and 5,7-dihydroxy-1-(3,4,5-trim... Reactants: C1CCOC1, CN1CCN(Cc2c[nH]c([N+](=O)[O-])n2)CC1, CO, CO, COc1cc(OC)c(Cl)c(-c2ccc(C(=O)O)c3ncccc23)c1F. Product: COc1cc(OC)c(Cl)c(-c2ccc(C(=O)Nc3nc(CN4CCN(C)CC4)c[nH]3)c3ncccc23)c1F. As a reaction SMILES: [CH2:44]1[O:45][CH2:46][CH2:47][CH2:48]1.[CH3:26][N:27]1[CH2:28][CH2:29][N:30]([CH2:33][c:34]2[n:35][c:36]([N+:39]([O-:40])=[O:41])[nH:37][cH:38]2)[CH2:31][CH2:32]1.[CH3:42][OH:43].[CH3:49][OH:50].[Cl:1][c:2]1[c:3](-[c:13]2[c:14]3[cH:15][cH:16][cH:17][n:18][c:19]3[c:20]([C:23](=[O:24])[OH:25])[cH:21][cH:22]2)[c:4]([F:12])[c:5]([O:10][CH3:11])[cH:6][c:7]1[O:8][CH3:9]>>[Cl:1][c:2]1[c:3](-[c:13]2[c:14]3[cH:15][cH:16][cH:17][n:18][c:19]3[c:20]([C:23](=[O:24])[NH:39][c:36]3[n:35][c:34]([CH2:33][N:30]4[CH2:29][CH2:28][N:27]([CH3:26])[CH2:32][CH2:31]4)[cH:38][nH:37]3)[cH:21][cH:22]2)[c:4]([F:12])[c:5]([O:10][CH3:11])[cH:6][c:7]1[O:8][CH3:9]. Starting materials: B (Borane), C(#N)CC=1C=C(C(=O)NCOC)C=CC1 (3-(cyanomethyl)-N-(methoxymethyl)benzamide), O1CCCC1 (tetrahydrofuran). Conditions: time 18 hour. Yields the product NCCC=1C=C(C(=O)NCCOC)C=CC1 (3-(2-aminoethyl)-N-(2-methoxyethyl)benzamide). Reaction SMILES: B.[C:2]([CH2:4][C:5]1[CH:6]=[C:7]([CH:14]=[CH:15][CH:16]=1)[C:8]([NH:10][CH2:11]OC)=[O:9])#[N:3].[O:17]1[CH2:21]CC[CH2:18]1>>[NH2:3][CH2:2][CH2:4][C:5]1[CH:6]=[C:7]([CH:14]=[CH:15][CH:16]=1)[C:8]([NH:10][CH2:11][CH2:18][O:17][CH3:21])=[O:9]. Reported procedure: Borane (1N in tetrahydrofuran, 467 ml, 0.467 mol) was added dropwise to a solution of 3-(cyanomethyl)-N-(methoxymethyl)benzamide (14.57 g, 0.067 mol) [see preparation 40] in tetrahydrofuran (30 ml) over 20 minutes. The reaction mixture was then stirred at room temperature for 18 hrs and then heated to reflux for 2 hrs, after which time the solvent was evaporated under reduced pressure and the residue acidified with hydrochloric acid (2N). The resultant mixture was heated to reflux for 10 minutes... Starting materials: C1=C(C=CC2=CC=CC=C12)OCCSC1=CC=C(C=C1)C(C(=O)O)=O (4-[[2-(2-naphthalenyloxy)ethyl]thio]-alpha-oxobenzeneacetic acid), ClC(=O)OC (methyl chloroformate). The solvent is ClCCl (dichloromethane), C(C)N(CC)CC (triethylamine), O (water). Run at time 1 hour. Yields the product COC(C(C1=CC=C(C=C1)SCCOC1=CC2=CC=CC=C2C=C1)=O)=O (4-[[2-(2-naphthalenyloxy)ethyl]thio]-alpha-oxobenzeneacetic acid methyl ester). As a reaction SMILES: [CH:1]1[C:10]2[C:5](=[CH:6][CH:7]=[CH:8][CH:9]=2)[CH:4]=[CH:3][C:2]=1[O:11][CH2:12][CH2:13][S:14][C:15]1[CH:20]=[CH:19][C:18]([C:21](=[O:25])[C:22]([OH:24])=[O:23])=[CH:17][CH:16]=1.Cl[C:27](OC)=O>ClCCl.C(N(CC)CC)C.O>[CH3:27][O:23][C:22](=[O:24])[C:21](=[O:25])[C:18]1[CH:19]=[CH:20][C:15]([S:14][CH2:13][CH2:12][O:11][C:2]2[CH:3]=[CH:4][C:5]3[C:10](=[CH:9][CH:8]=[CH:7][CH:6]=3)[CH:1]=2)=[CH:16][CH:17]=1. Procedure: A solution of crude 4-[[2-(2-naphthalenyloxy)ethyl]thio]-alpha-oxobenzeneacetic acid (1.6 g) in dichloromethane (500 mL) and triethylamine (1 mL) was treated with methyl chloroformate (0.58 mL) and stirred at room temperature for 1 hour. The mixture was diluted with water, extracted with dichloromethane, dried (Na2SO4), filtered and evaporated. The material from dichloromethane extraction was purified by HPLC (dichloromethane-hexane; 2:1) and crystallized from dichloromethane-diethyl ether to pr... Reactants: CCCCCC1CCC(CCCBr)CC1, CCCCCC1CCC(O)CC1, [H-], [Na+], C1CCOC1. Yields the product CCCCCC1CCC(CCCOC2CCC(CCCCC)CC2)CC1. RXN SMILES: [CH2:15]([CH2:16][CH2:17][CH2:18][CH3:19])[CH:20]1[CH2:21][CH2:22][CH:23]([CH2:26][CH2:27][CH2:28][Br:29])[CH2:24][CH2:25]1.[CH2:3]([CH2:4][CH2:5][CH2:6][CH3:7])[CH:8]1[CH2:9][CH2:10][CH:11]([OH:14])[CH2:12][CH2:13]1.[H-:1].[Na+:2].[O:30]1[CH2:31][CH2:32][CH2:33][CH2:34]1>>[CH2:3]([CH2:4][CH2:5][CH2:6][CH3:7])[CH:8]1[CH2:9][CH2:10][CH:11]([O:14][CH2:28][CH2:27][CH2:26][CH:23]2[CH2:22][CH2:21][CH:20]([CH2:15][CH2:16][CH2:17][CH2:18][CH3:19])[CH2:25][CH2:24]2)[CH2:12][CH2:13]1. Starting materials: C(=O)(O)[O-].[Na+] (NaHCO3), C(C(=O)O)(=O)O.C(C(=O)O)(=O)O.OC=1C=CC2=C(SC(=C2CC2=CC(=C(C=C2)CN2CCCC2)C)C2=CC(=C(C=C2)OCCN2CCCC2)OC)C1 (1-[[4-[6-Hydroxy-2-[3-methoxy-4-[2-(1-pyrrolidinyl)ethoxy]phenyl]benzo[b]thiophen-3-yl]methyl-2-methylphenyl]methyl]pyrrolidine Dioxalate), CCS (EtSH), [Al+3].[Cl-].[Cl-].[Cl-] (AlCl3), dioxalate. The solvent is ClCCCl (1,2-dichloroethane). Conditions: time 16 hour. The product is C(C(=O)O)(=O)O.C(C(=O)O)(=O)O.OC1=C(OCCN2CCCC2)C=CC(=C1)C1=C(C2=C(S1)C=C(C=C2)O)CC2=CC(=C(C=C2)CN2CCCC2)C (1-[2-[2-Hydroxy-4-[6-hydroxy-3-[3-methyl-4-[(1-pyrrolidinyl)methyl]benzyl]benzo[b]thiophen-2-yl]phenoxy]ethyl]pyrrolidine Dioxalate). As a reaction SMILES: [C:1]([OH:6])(=[O:5])[C:2]([OH:4])=[O:3].[C:7]([OH:12])(=[O:11])[C:8]([OH:10])=[O:9].[OH:13][C:14]1[CH:15]=[CH:16][C:17]2[C:21]([CH2:22][C:23]3[CH:28]=[CH:27][C:26]([CH2:29][N:30]4[CH2:34][CH2:33][CH2:32][CH2:31]4)=[C:25]([CH3:35])[CH:24]=3)=[C:20]([C:36]3[CH:41]=[CH:40][C:39]([O:42][CH2:43][CH2:44][N:45]4[CH2:49][CH2:48][CH2:47][CH2:46]4)=[C:38]([O:50]C)[CH:37]=3)[S:19][C:18]=2[CH:52]=1.CCS.[Al+3].[Cl-].[Cl-].[Cl-].C([O-])(O)=O.[Na+]>ClCCCl>[C:1]([OH:6])(=[O:5])[C:2]([OH:4])=[O:3].[C:7]([OH:12])(=[O:11])[C:8]([OH:10])=[O:9].[OH:50][C:38]1[CH:37]=[C:36]([C:20]2[S:19][C:18]3[CH:52]=[C:14]([OH:13])[CH:15]=[CH:16][C:17]=3[C:21]=2[CH2:22][C:23]2[CH:28]=[CH:27][C:26]([CH2:29][N:30]3[CH2:34][CH2:33][CH2:32][CH2:31]3)=[C:25]([CH3:35])[CH:24]=2)[CH:41]=[CH:40][C:39]=1[O:42][CH2:43][CH2:44][N:45]1[CH2:49][CH2:48][CH2:47][CH2:46]1 |f:0.1.2,4.5.6.7,8.9,11.12.13|. Procedure: A solution of 1-[[4-[6-hydroxy-2-[3-methoxy-4-[2-(1-pyrrolidinyl)ethoxy)phenyl]benzo[b]thiophen-3-yl]methyl-2-methylphenyl]methyl]pyrrolidine (Example 127, Part D; 182 mg, 0.327 mmol) in 5 mL of 1,2-dichloroethane was cooled to 0° C. and treated with EtSH (195 μL, 2.62 mmol) followed by AlCl3 (262 mg, 1.96 mmol). The resulting mixture was allowed to warm to ambient temperature. After 16 h, the reaction mixture was poured into 10 mL of saturated aqueous NaHCO3 solution. The aqueous layer was extr...